Dataset: the Open Reaction Database (ORD), a public repository of structured organic reaction records. Task: describe an organic reaction: reactants, conditions, products, and yield The reactants are C(C)P(O)(=O)C1=C(C=CC(=C1)OC1=C(C=C(C=C1)C(F)(F)F)Cl)[N+](=O)[O-] (P-ethyl-2-nitro-5-(2-chloro-4-trifluoromethylphenoxy)phenylphosphinic acid), C([O-])([O-])=O.[K+].[K+] (potassium carbonate), BrCC(=O)OC (methyl bromoacetate). Run in CC(CC)=O (2-butanone). The product is C(C)P(OCC(=O)OC)(=O)C1=C(C=CC(=C1)OC1=C(C=C(C=C1)C(F)(F)F)Cl)[N+](=O)[O-] (methoxycarbonylmethyl P-ethyl-2-nitro-5-(2-chloro-4-trifluoromethylphenoxy)phenylphosphinate). As a reaction SMILES: [CH2:1]([P:3]([C:6]1[CH:11]=[C:10]([O:12][C:13]2[CH:18]=[CH:17][C:16]([C:19]([F:22])([F:21])[F:20])=[CH:15][C:14]=2[Cl:23])[CH:9]=[CH:8][C:7]=1[N+:24]([O-:26])=[O:25])(=[O:5])[OH:4])[CH3:2].C(=O)([O-])[O-].[K+].[K+].Br[CH2:34][C:35]([O:37][CH3:38])=[O:36]>CC(=O)CC>[CH2:1]([P:3]([C:6]1[CH:11]=[C:10]([O:12][C:13]2[CH:18]=[CH:17][C:16]([C:19]([F:20])([F:22])[F:21])=[CH:15][C:14]=2[Cl:23])[CH:9]=[CH:8][C:7]=1[N+:24]([O-:26])=[O:25])(=[O:4])[O:5][CH2:34][C:35]([O:37][CH3:38])=[O:36])[CH3:2] |f:1.2.3|. Reported procedure: A mixture of P-ethyl-2-nitro-5-(2-chloro-4-trifluoromethylphenoxy)phenylphosphinic acid (500 mg), potassium carbonate (300 mg) and methyl bromoacetate (400 mg) in 2-butanone (10 ml) is heated under reflux for 1 hour. The reaction is filtered and concentrated, and the crude product is purified by prep. TLC to yield methoxycarbonylmethyl P-ethyl-2-nitro-5-(2-chloro-4-trifluoromethylphenoxy)phenylphosphinate. Starting materials: S(O)(O)(=O)=O (sulfuric acid), [OH-].[Na+] (sodium hydroxide), ClC1=C(C=C(C(=C1)C)C)CC(=O)N(C)C1(CCN(CC1)OC)C#N (2-(2-chloro-4,5-dimethyl-phenyl)-N-(4-cyano-1-methoxy-piperidin-4-yl)-N-methyl-acetamide), S(O)(O)(=O)=O (sulfuric acid), S(O)(O)(=O)=O (sulfuric acid). Run in CO (methanol). Run at time 8 hour. The product is ClC1=C(C=C(C(=C1)C)C)C=1C(N(C2(C1O)CCN(CC2)OC)C)=O (3-(2-Chloro-4,5-dimethyl-phenyl)-4-hydroxy-8-methoxy-1-methyl-1,8-diaza-spiro[4.5]dec-3-en-2-one). Isolated yield 19.5%. As a reaction SMILES: [Cl:1][C:2]1[CH:7]=[C:6]([CH3:8])[C:5]([CH3:9])=[CH:4][C:3]=1[CH2:10][C:11]([N:13]([C:15]1([C:23]#N)[CH2:20][CH2:19][N:18]([O:21][CH3:22])[CH2:17][CH2:16]1)[CH3:14])=[O:12].S(=O)(=O)(O)[OH:26].[OH-].[Na+]>CO>[Cl:1][C:2]1[CH:7]=[C:6]([CH3:8])[C:5]([CH3:9])=[CH:4][C:3]=1[C:10]1[C:11](=[O:12])[N:13]([CH3:14])[C:15]2([CH2:20][CH2:19][N:18]([O:21][CH3:22])[CH2:17][CH2:16]2)[C:23]=1[OH:26] |f:2.3|. Procedure: To a solution of 2-(2-chloro-4,5-dimethyl-phenyl)-N-(4-cyano-1-methoxy-piperidin-4-yl)-N-methyl-acetamide (compound P4.27) (1.15 g, 3.29 mmol) in methanol (˜3 ml) at 10° C. was added concentrated sulfuric acid (0.876 ml, 16.43 mmol) dropwise and the reaction mixture was stirred at room temperature overnight. After further treatment with concentrated sulfuric acid (0.876 ml, 16.43 mmol) and stirring at 80° C. overnight, additional concentrated sulfuric acid (0.876 ml, 16.43 mmol) was added and st... Starting materials: Cc1ccccc1, CC(=O)O, O=Cc1ccccc1, C=C(Cl)CCl, [Zn]. Product: C=C(Cl)CC(O)c1ccccc1. Reaction SMILES: [CH3:14][c:15]1[cH:16][cH:17][cH:18][cH:19][cH:20]1.[CH3:22][C:23](=[O:24])[OH:25].[CH:6](=[O:7])[c:8]1[cH:9][cH:10][cH:11][cH:12][cH:13]1.[Cl:1][C:2](=[CH2:3])[CH2:4][Cl:5].[Zn:21]>>[Cl:1][C:2](=[CH2:3])[CH2:4][CH:6]([OH:7])[c:8]1[cH:9][cH:10][cH:11][cH:12][cH:13]1. The reactants are C(C1=CC=CC=C1)OC(=O)NC(C(=O)O)C(C)(C)C (2-Benzyloxycarbonylamino-3,3-dimethyl-butyric acid), C=1C=CC2=C(C1)N=NN2O (HOBT), C(CCl)Cl (EDC), 1-(3-dimethylaminopropyl-3-ethyl-carbodiimide hydrochloride), C(C)(C)(C)OC([C@H]1NCCC1)=O (L-proline-tert-butyl ester), hexanes EtOAc. The solvent is C(Cl)Cl (CH2Cl2), CN(C=O)C (DMF). Conditions: temperature 0 celsius, time 10 minute. Product: C(C)(C)(C)OC(=O)C1N(CCC1)C(C(C(C)(C)C)NC(=O)OCC1=CC=CC=C1)=O (1-(2-Benzyloxycarbonylamino-3,3-dimethyl-butyryl)-pyrrolidine-2-carboxylic acid tert-butyl ester). Isolated yield 991.6%. Reaction SMILES: [CH2:1]([O:8][C:9]([NH:11][CH:12]([C:16]([CH3:19])([CH3:18])[CH3:17])[C:13]([OH:15])=O)=[O:10])[C:2]1[CH:7]=[CH:6][CH:5]=[CH:4][CH:3]=1.C1C=CC2N(O)N=NC=2C=1.C(Cl)CCl.[C:34]([O:38][C:39](=[O:45])[C@@H:40]1[CH2:44][CH2:43][CH2:42][NH:41]1)([CH3:37])([CH3:36])[CH3:35]>C(Cl)Cl.CN(C)C=O>[C:34]([O:38][C:39]([CH:40]1[CH2:44][CH2:43][CH2:42][N:41]1[C:13](=[O:15])[CH:12]([NH:11][C:9]([O:8][CH2:1][C:2]1[CH:3]=[CH:4][CH:5]=[CH:6][CH:7]=1)=[O:10])[C:16]([CH3:19])([CH3:18])[CH3:17])=[O:45])([CH3:37])([CH3:35])[CH3:36]. Procedure: To a solution of 2 (6.01 g, 2.0 mmol) in CH2Cl2 (30 ml) and anhydrous DMF (dimethylformamide)(10 ml) at 0° C. was added HOBT (3.16 g, 2.0 mmol), EDC (1-(3-dimethylaminopropyl-3-ethyl-carbodiimide hydrochloride) (7.19 g, 4.0 mmol) and L-proline-tert-butyl ester (4.22 g, 2.0 mmol). The solution was stirred at 0° C. for 10 minutes, then at room temperature for 5 hours. The solvents were evaporated in-vacuo and the resulting oil dissolved in EtOAc which was washed with H2O (3×200 ml) and brine (200 ... Reactants: O=C(Cl)Oc1ccccc1, Nc1cnn(CCO)c1N, [Na+], C1COCCO1, [OH-], O, O=S(=O)(O)O. The product is Nc1c(NC(=O)Oc2ccccc2)cnn1CCO. As a reaction SMILES: [Cl:18][C:19](=[O:20])[O:21][c:22]1[cH:23][cH:24][cH:25][cH:26][cH:27]1.[NH2:6][c:7]1[cH:8][n:9][n:10]([CH2:13][CH2:14][OH:15])[c:11]1[NH2:12].[Na+:17].[O:29]1[CH2:30][CH2:31][O:32][CH2:33][CH2:34]1.[OH-:16].[OH2:28].[S:1]([OH:2])([OH:3])(=[O:4])=[O:5]>>[NH:6]([c:7]1[cH:8][n:9][n:10]([CH2:13][CH2:14][OH:15])[c:11]1[NH2:12])[C:19](=[O:20])[O:21][c:22]1[cH:23][cH:24][cH:25][cH:26][cH:27]1. RXN SMILES: [CH:1]([Si:4]([CH:16]([CH3:18])[CH3:17])([CH:13]([CH3:15])[CH3:14])[O:5][CH2:6][C:7]1[CH:11]=[CH:10][O:9][C:8]=1[CH3:12])([CH3:3])[CH3:2].C([Li])CCC.C1(P(C2C=CC=CC=2)C2C=CC=CC=2)C=CC=CC=1.Br[CH2:44][C:45]([O:47][CH2:48][CH3:49])=[O:46].[Cl-].O1C=CC=C1[Zn+]>O1CCCC1.[Cl-].[Zn+2].[Cl-].C/C(/[O-])=C/C(C)=O.C/C(/[O-])=C/C(C)=O.[Ni+2]>[CH2:48]([O:47][C:45](=[O:46])[CH2:44][C:10]1[O:9][C:8]([CH3:12])=[C:7]([CH2:6][O:5][Si:4]([CH:1]([CH3:3])[CH3:2])([CH:13]([CH3:15])[CH3:14])[CH:16]([CH3:18])[CH3:17])[CH:11]=1)[CH3:49] |f:4.5,7.8.9,10.11.12|. Reagents/catalysts: [Cl-].[Zn+2].[Cl-] (zinc chloride), C/C(=C/C(=O)C)/[O-].C/C(=C/C(=O)C)/[O-].[Ni+2] (nickel(II) acetylacetonate). Reported procedure: A solution of triisopropyl-(2-methyl-furan-3-ylmethoxy)-silane (14) (5.0 g) in tetrahydrofuran (15 mL) was cooled to −78° C. with stirring. This solution was treated drop-wise with n-butyl lithium (2.5 M in hexanes, 8.94 mL). The resulting solution was warmed to 0° C. and allowed to stand for 30 minutes after which a solution of dried zinc chloride (3.04 g) in tetrahydrofuran (10 mL) was added and the resulting solution allowed to stand for a further 1 hour at room temperature. Concurrently, a s... Run in O1CCCC1 (tetrahydrofuran), O1CCCC1 (tetrahydrofuran), O1CCCC1 (tetrahydrofuran). The reactants are BrCC(=O)OCC (Ethyl bromoacetate), C(C)(C)[Si](OCC1=C(OC=C1)C)(C(C)C)C(C)C (Triisopropyl-(2-methyl-furan-3-ylmethoxy)-silane), C1(=CC=CC=C1)P(C1=CC=CC=C1)C1=CC=CC=C1 (triphenylphosphine), C(CCC)[Li] (n-butyl lithium), [Cl-].O1C(=CC=C1)[Zn+] (furyl-zinc chloride). Run at temperature 0 celsius, time 30 minute. Yields the product C(C)OC(CC=1OC(=C(C1)CO[Si](C(C)C)(C(C)C)C(C)C)C)=O ((5-Methyl-4-triisopropylsilanyloxymethyl-furan-2-yl)-acetic acid ethyl ester).